Dataset: the Open Reaction Database (ORD), a public repository of structured organic reaction records. Task: describe an organic reaction: reactants, conditions, products, and yield Reactants: CC(=O)NC1CCNC1, O=C([O-])[O-], CS(C)=O, N#Cc1ccc(F)c2ccccc12, [K+], [K+], O. The product is CC(=O)NC1CCN(c2ccc(C#N)c3ccccc23)C1. As a reaction SMILES: [C:14]([CH3:15])(=[O:16])[NH:17][CH:18]1[CH2:19][NH:20][CH2:21][CH2:22]1.[C:23](=[O:24])([O-:25])[O-:26].[CH3:29][S:30]([CH3:31])=[O:32].[F:1][c:2]1[cH:3][cH:4][c:5]([C:12]#[N:13])[c:6]2[cH:7][cH:8][cH:9][cH:10][c:11]12.[K+:27].[K+:28].[OH2:33]>>[c:2]1([N:20]2[CH2:19][CH:18]([NH:17][C:14]([CH3:15])=[O:16])[CH2:22][CH2:21]2)[cH:3][cH:4][c:5]([C:12]#[N:13])[c:6]2[cH:7][cH:8][cH:9][cH:10][c:11]12. Starting materials: [Br-], CC[N+](CC)(CC)Cc1ccccc1, Cc1ccccc1, ClCCN1CCCCC1, Cl, [Na+], [OH-], OCc1ccc(O)cc1. Product: OCc1ccc(OCCN2CCCCC2)cc1. As a reaction SMILES: [Br-:29].[CH2:30]([N+:31]([CH2:32][CH3:33])([CH2:34][CH3:35])[CH2:36][CH3:37])[c:38]1[cH:39][cH:40][cH:41][cH:42][cH:43]1.[CH3:10][c:11]1[cH:12][cH:13][cH:14][cH:15][cH:16]1.[Cl:18][CH2:19][CH2:20][N:21]1[CH2:22][CH2:23][CH2:24][CH2:25][CH2:26]1.[ClH:17].[Na+:28].[OH-:27].[OH:1][c:2]1[cH:3][cH:4][c:5]([CH2:6][OH:7])[cH:8][cH:9]1>>[O:1]([c:2]1[cH:3][cH:4][c:5]([CH2:6][OH:7])[cH:8][cH:9]1)[CH2:19][CH2:20][N:21]1[CH2:22][CH2:23][CH2:24][CH2:25][CH2:26]1. Starting materials: [BH4-], CCO, Cl, [Na+], O, O=C1c2ccccc2-c2[nH]c(=O)c(=O)[nH]c21. Product: O=c1[nH]c2c([nH]c1=O)C(O)c1ccccc1-2. As a reaction SMILES: [BH4-:17].[CH3:20][CH2:21][OH:22].[ClH:19].[Na+:18].[OH2:23].[nH:1]1[c:2]2[c:3]([nH:4][c:5](=[O:8])[c:6]1=[O:7])-[c:9]1[cH:10][cH:11][cH:12][cH:13][c:14]1[C:15]2=[O:16]>>[nH:1]1[c:2]2[c:3]([nH:4][c:5](=[O:8])[c:6]1=[O:7])-[c:9]1[cH:10][cH:11][cH:12][cH:13][c:14]1[CH:15]2[OH:16]. The reactants are COC(=O)C(CC1CCC1)c1cc(OCC(F)(F)F)c(Cl)c(-c2ccc(C(F)(F)F)cc2)c1, CCO, [K+], [OH-], O. Yields the product O=C(O)C(CC1CCC1)c1cc(OCC(F)(F)F)c(Cl)c(-c2ccc(C(F)(F)F)cc2)c1. As a reaction SMILES: [CH3:1][O:2][C:3]([CH:4]([CH2:5][CH:6]1[CH2:7][CH2:8][CH2:9]1)[c:10]1[cH:11][c:12](-[c:23]2[cH:24][cH:25][c:26]([C:29]([F:30])([F:31])[F:32])[cH:27][cH:28]2)[c:13]([Cl:22])[c:14]([O:16][CH2:17][C:18]([F:19])([F:20])[F:21])[cH:15]1)=[O:33].[CH3:34][CH2:35][OH:36].[K+:38].[OH-:37].[OH2:39]>>[O:2]=[C:3]([CH:4]([CH2:5][CH:6]1[CH2:7][CH2:8][CH2:9]1)[c:10]1[cH:11][c:12](-[c:23]2[cH:24][cH:25][c:26]([C:29]([F:30])([F:31])[F:32])[cH:27][cH:28]2)[c:13]([Cl:22])[c:14]([O:16][CH2:17][C:18]([F:19])([F:20])[F:21])[cH:15]1)[OH:33]. The reactants are CC(C)(C)[Si](C)(C)OC1CCC(N2CCC3(CCCN(C(=O)OCc4ccccc4)C3)C2=O)CC1, CO. Product: CC(C)(C)[Si](C)(C)OC1CCC(N2CCC3(CCCNC3)C2=O)CC1. RXN SMILES: [C:1]([CH3:2])([CH3:3])([CH3:4])[Si:5]([O:6][CH:7]1[CH2:8][CH2:9][CH:10]([N:13]2[C:14](=[O:33])[C:15]3([CH2:16][CH2:17]2)[CH2:18][N:19]([C:23]([O:24][CH2:25][c:26]2[cH:27][cH:28][cH:29][cH:30][cH:31]2)=[O:32])[CH2:20][CH2:21][CH2:22]3)[CH2:11][CH2:12]1)([CH3:34])[CH3:35].[CH3:36][OH:37]>>[C:1]([CH3:2])([CH3:3])([CH3:4])[Si:5]([O:6][CH:7]1[CH2:8][CH2:9][CH:10]([N:13]2[C:14](=[O:33])[C:15]3([CH2:16][CH2:17]2)[CH2:18][NH:19][CH2:20][CH2:21][CH2:22]3)[CH2:11][CH2:12]1)([CH3:34])[CH3:35]. The reactants are BrC1(C(=NN(C1=O)C1=CC=C(C=C1)S(=O)(=O)O)C)Br (4,4-dibromo-3-methyl-1-(4-sulfophenyl)-2-pyrazolin-5-one), N(N)C1=NC=CC=C1 (2-hydrazinopyridine), Cl (HCl). Run in O (water). Product: CC1=NN(C(C1N=NC1=NC=CC=C1)=O)C1=CC=C(C=C1)S(=O)(=O)O (3-Methyl-4-(2-pyridylazo)-1-(4-sulfophenyl)-2-pyrazolin-5-one). RXN SMILES: Br[C:2]1(Br)[C:6](=[O:7])[N:5]([C:8]2[CH:13]=[CH:12][C:11]([S:14]([OH:17])(=[O:16])=[O:15])=[CH:10][CH:9]=2)[N:4]=[C:3]1[CH3:18].[NH:20]([C:22]1[CH:27]=[CH:26][CH:25]=[CH:24][N:23]=1)[NH2:21].Cl>O>[CH3:18][C:3]1[CH:2]([N:21]=[N:20][C:22]2[CH:27]=[CH:26][CH:25]=[CH:24][N:23]=2)[C:6](=[O:7])[N:5]([C:8]2[CH:13]=[CH:12][C:11]([S:14]([OH:17])(=[O:16])=[O:15])=[CH:10][CH:9]=2)[N:4]=1. Procedure details: 41.0 g (0.10 mole) of 4,4-dibromo-3-methyl-1-(4-sulfophenyl)-2-pyrazolin-5-one, which can be prepared according to the method of Machiele, U.S. Pat. No. 3,952,009 (Example 1), and 16.0 g (0.15 mole) of 2-hydrazinopyridine were combined in 180 ml of water. The mixture was heated on the steam bath a total of six hours. After a few minutes of heating, the solution goes to a very thick slurry. The mixture was cooled somewhat, 10 ml of concentrated HCl were added, and the orange solid was isolated by... The reactants are C=C(CC)C(=O)OC, ClCCCl, O=C(OO)c1cccc(Cl)c1, Cc1cc(Sc2cc(C)c(O)c(C(C)(C)C)c2)cc(C(C)(C)C)c1O. The product is CCC1(C(=O)OC)CO1. Reaction SMILES: [CH2:1]=[C:2]([C:3](=[O:4])[O:5][CH3:6])[CH2:7][CH3:8].[Cl:45][CH2:46][CH2:47][Cl:48].[OH:9][O:10][C:11]([c:12]1[cH:13][c:14]([Cl:15])[cH:16][cH:17][cH:18]1)=[O:19].[S:20]([c:21]1[cH:22][c:23]([CH3:24])[c:25]([OH:26])[c:27]([C:28]([CH3:29])([CH3:30])[CH3:31])[cH:32]1)[c:33]1[cH:34][c:35]([CH3:36])[c:37]([OH:38])[c:39]([C:40]([CH3:41])([CH3:42])[CH3:43])[cH:44]1>>[CH2:1]1[C:2]([C:3](=[O:4])[O:5][CH3:6])([CH2:7][CH3:8])[O:9]1.